Dataset: the Open Reaction Database (ORD), a public repository of structured organic reaction records. Task: describe an organic reaction: reactants, conditions, products, and yield The reactants are S(O)(O)(=O)=O (sulfuric acid), C(C1=CC=CC=C1)N1CC(CC1)C(C#N)(C1=CC=CC=C1)C1=CC=CC=C1 (α-(1-benzyl-3-pyrrolidinyl)-α,α-diphenylacetonitrile), [OH-].[Na+] (sodium hydroxide). The solvent is C(Cl)(Cl)Cl (chloroform). Reaction conditions: time 16 hour. Product: C1(=CC=CC=C1)C(C(=O)N)(C1CN(CC1)CC1=CC=CC=C1)C1=CC=CC=C1 (α,α-Diphenyl-1-phenylmethyl-3-pyrrolidineacetamide). Reaction SMILES: S(=O)(=O)(O)O.[CH2:6]([N:13]1[CH2:17][CH2:16][CH:15]([C:18]([C:27]2[CH:32]=[CH:31][CH:30]=[CH:29][CH:28]=2)([C:21]2[CH:26]=[CH:25][CH:24]=[CH:23][CH:22]=2)[C:19]#[N:20])[CH2:14]1)[C:7]1[CH:12]=[CH:11][CH:10]=[CH:9][CH:8]=1.[OH-:33].[Na+]>C(Cl)(Cl)Cl>[C:21]1([C:18]([C:27]2[CH:32]=[CH:31][CH:30]=[CH:29][CH:28]=2)([CH:15]2[CH2:16][CH2:17][N:13]([CH2:6][C:7]3[CH:8]=[CH:9][CH:10]=[CH:11][CH:12]=3)[CH2:14]2)[C:19]([NH2:20])=[O:33])[CH:22]=[CH:23][CH:24]=[CH:25][CH:26]=1 |f:2.3|. Procedure: To 250 ml of concentrated sulfuric acid under agitation was added, slowly at 70° C., 170 g (0.48 mole) of α-(1-benzyl-3-pyrrolidinyl)-α,α-diphenylacetonitrile. Stirring was continued for 16 hr at 75°-80° C. The solution was cooled and poured into a mixture of ice, 50% sodium hydroxide solution and chloroform. The chloroform layer was separated and the aqueous phase extracted three more times with chloroform. The combined chloroform layers were dried and concentrated in vacuo to give 188 g of res... The reactants are CC1C(=CC2=C1C1=CC=CC=C1C=1C=CC=CC21)[Si](Cl)(C)C ((1-methyl-1H-cyclopenta[l]phenanthrene-2-yl)dimethylchlorosilane), CCCCCC (hexane), C(C)(C)(C)N (t-butylamine). Solvent: C1(=CC=CC=C1)C (toluene). Product: CC1C(=CC2=C1C1=CC=CC=C1C=1C=CC=CC21)[Si](NC(C)(C)C)(C)C ((1-methyl-1H-cyclopenta[l]phenanthrene-2-yl)dimethyl(t-butylamino)silane). RXN SMILES: [CH3:1][CH:2]1[C:6]2[C:7]3[C:12]([C:13]4[CH:14]=[CH:15][CH:16]=[CH:17][C:18]=4[C:5]=2[CH:4]=[C:3]1[Si:19]([CH3:22])([CH3:21])Cl)=[CH:11][CH:10]=[CH:9][CH:8]=3.CCCCCC.[C:29]([NH2:33])([CH3:32])([CH3:31])[CH3:30]>C1(C)C=CC=CC=1>[CH3:1][CH:2]1[C:6]2[C:7]3[C:12]([C:13]4[CH:14]=[CH:15][CH:16]=[CH:17][C:18]=4[C:5]=2[CH:4]=[C:3]1[Si:19]([CH3:22])([CH3:21])[NH:33][C:29]([CH3:32])([CH3:31])[CH3:30])=[CH:11][CH:10]=[CH:9][CH:8]=3. Procedure: To a 500 ml round bottom flask containing 1.699 g (0.00526 mole) of (1-methyl-1H-cyclopenta[l]phenanthrene-2-yl)dimethylchlorosilane and 100 ml of hexane and 150 ml toluene was added 0.975 g (0.0132 mole) of t-butylamine. The reaction mixture was allowed to stir for several days, then filtered using diatomaceous earth filter aid (Celite™), washed twice with hexane. The product was isolated by removing residual solvent under reduced pressure. The isolated yield was 1.785 g (94.6 percent). 1H NMR ... Reactants: CCOC(=O)CBr, CS(=O)(=O)O, Cl, N#Cc1cc(F)c(F)cc1F, C1CCOC1, [Zn]. The product is CCOC(=O)CC(=O)c1cc(F)c(F)cc1F. As a reaction SMILES: [Br:17][CH2:18][C:19](=[O:20])[O:21][CH2:22][CH3:23].[CH3:1][S:2]([OH:3])(=[O:4])=[O:5].[ClH:24].[F:6][c:7]1[c:8]([C:9]#[N:10])[cH:11][c:12]([F:16])[c:13]([F:15])[cH:14]1.[O:26]1[CH2:27][CH2:28][CH2:29][CH2:30]1.[Zn:25]>>[O:3]=[C:9]([c:8]1[c:7]([F:6])[cH:14][c:13]([F:15])[c:12]([F:16])[cH:11]1)[CH2:18][C:19](=[O:20])[O:21][CH2:22][CH3:23]. Reactants: COC1=C(C=C2C(=N1)C(=CN2C)C2=CC1=C(N=CC=C1C=NO)N2S(=O)(=O)C2=CC=C(C=C2)C)OC (2-(5,6-dimethoxy-1-methyl-1H-pyrrolo[3,2-b]pyridin-3-yl)-1-(toluene-4-sulfonyl)-1H-pyrrolo[2,3-b]pyridin-4-carbaldehyde oxime), [OH-].[K+] (potassium hydroxide). The product is COC1=C(C=C2C(=N1)C(=CN2C)C2=CC1=C(N=CC=C1C=NO)N2)OC (2-(5,6-Dimethoxy-1-methyl-1H-pyrrolo[3,2-b]pyridin-3-yl)-1H-pyrrolo[2,3-b]pyridin-4-carbaldehyde oxime). RXN SMILES: [CH3:1][O:2][C:3]1[N:8]=[C:7]2[C:9]([C:13]3[N:24](S(C4C=CC(C)=CC=4)(=O)=O)[C:16]4[N:17]=[CH:18][CH:19]=[C:20]([CH:21]=[N:22][OH:23])[C:15]=4[CH:14]=3)=[CH:10][N:11]([CH3:12])[C:6]2=[CH:5][C:4]=1[O:35][CH3:36].[OH-].[K+]>>[CH3:1][O:2][C:3]1[N:8]=[C:7]2[C:9]([C:13]3[NH:24][C:16]4[N:17]=[CH:18][CH:19]=[C:20]([CH:21]=[N:22][OH:23])[C:15]=4[CH:14]=3)=[CH:10][N:11]([CH3:12])[C:6]2=[CH:5][C:4]=1[O:35][CH3:36] |f:1.2|. Reported procedure: The product is prepared by following the procedure described in example 34, stage (k), starting with 0.1 g of 2-(5,6-dimethoxy-1-methyl-1H-pyrrolo[3,2-b]pyridin-3-yl)-1-(toluene-4-sulfonyl)-1H-pyrrolo[2,3-b]pyridin-4-carbaldehyde oxime instead of the cyclopropyl-[2-(5,6-dimethoxy-1-methyl-1H-pyrrolo[3,2-b]pyridin-3-yl)-1-(toluene-4-sulfonyl)-1H-pyrrolo[2,3-b]pyridin-4-ylmethyl]amine used in example 34, stage (k) and 1 cm3 of 5N potassium hydroxide. After purification by preparative LC/MS (aceton... Reactants: CNN (N-Methyl hydrazine), CC(C)(C)[Si](OC=1C=C(C=CC1)C(C(C=1OC(=C(N1)C1=CC=CC=C1)C1=CC=CC=C1)=CN(C)C)=O)(C)C (1-[3-[(1,1-dimethylethyl)dimethylsiloxy]phenyl]-2-[(dimethylamino) methylene]-2-(4,5-diphenyl-2-oxazolyl)ethanone), O (water). Reaction conditions: time 1 hour. The product is C1(=CC=CC=C1)C=1N=C(OC1C1=CC=CC=C1)C=1C(=NN(C1)C)C=1C=C(C=CC1)O (3-[4-(4,5-Diphenyl-2-oxazolyl)-1-methylpyrazolyl]phenol). RXN SMILES: C[NH:2]N.CC([Si](C)(C)[O:9][C:10]1[CH:11]=[C:12]([C:16](=O)[C:17](=[CH:35][N:36]([CH3:38])C)[C:18]2O[C:20]([C:29]3[CH:34]=[CH:33][CH:32]=[CH:31][CH:30]=3)=[C:21]([C:23]3[CH:28]=[CH:27][CH:26]=[CH:25][CH:24]=3)[N:22]=2)[CH:13]=[CH:14][CH:15]=1)(C)C.[OH2:42]>>[C:23]1([C:21]2[N:22]=[C:18]([C:17]3[C:16]([C:12]4[CH:11]=[C:10]([OH:9])[CH:15]=[CH:14][CH:13]=4)=[N:2][N:36]([CH3:38])[CH:35]=3)[O:42][C:20]=2[C:29]2[CH:34]=[CH:33][CH:32]=[CH:31][CH:30]=2)[CH:28]=[CH:27][CH:26]=[CH:25][CH:24]=1. Reported procedure: N-Methyl hydrazine (2.5 mL, 46.6 mmol) was added dropwise to 1-[3-[(1,1-dimethylethyl)dimethylsiloxy]phenyl]-2-[(dimethylamino) methylene]-2-(4,5-diphenyl-2-oxazolyl)ethanone (20) (12 g, 22.8 mmol) and the mixture stirred for about 1 hour, diluted with water, and extracted with dichloromethane. The organic phase was concentrated, and the residue was taken up in THF (150 mL), and tetra-n-butylammonium fluoride (27.84 mL of 1M solution) added. The reaction mixture was stirred about 5 minutes, conc... The reactants are Cl.ClC=1C=C(C=CC1)N1N=C(C=C1CN)C(F)(F)F ((1-(3-chlorophenyl)-3-(trifluoromethyl)-1H-pyrazol-5-yl)methanamine hydrochloride), TEA, FC=1C=C(C=CC1N1CC(C1)O)NC(OC1=CC=CC=C1)=O (phenyl 3-fluoro-4-(3-hydroxyazetidin-1-yl)phenylcarbamate). Solvent: O (water), C(Cl)Cl (DCM). Run at time 48 hour. Product: ClC=1C=C(C=CC1)N1N=C(C=C1CNC(=O)NC1=CC(=C(C=C1)N1CC(C1)O)F)C(F)(F)F (1-((1-(3-chlorophenyl)-3-(trifluoromethyl)-1H-pyrazol-5-yl)methyl)-3-(3-fluoro-4-(3-hydroxyazetidin-1-yl)phenyl)urea). The yield is 62.6%. As a reaction SMILES: Cl.[Cl:2][C:3]1[CH:4]=[C:5]([N:9]2[C:13]([CH2:14][NH2:15])=[CH:12][C:11]([C:16]([F:19])([F:18])[F:17])=[N:10]2)[CH:6]=[CH:7][CH:8]=1.[F:20][C:21]1[CH:22]=[C:23]([NH:32][C:33](=O)[O:34]C2C=CC=CC=2)[CH:24]=[CH:25][C:26]=1[N:27]1[CH2:30][CH:29]([OH:31])[CH2:28]1>C(Cl)Cl.O>[Cl:2][C:3]1[CH:4]=[C:5]([N:9]2[C:13]([CH2:14][NH:15][C:33]([NH:32][C:23]3[CH:24]=[CH:25][C:26]([N:27]4[CH2:28][CH:29]([OH:31])[CH2:30]4)=[C:21]([F:20])[CH:22]=3)=[O:34])=[CH:12][C:11]([C:16]([F:17])([F:18])[F:19])=[N:10]2)[CH:6]=[CH:7][CH:8]=1 |f:0.1|. Procedure: To a stirred solution of (1-(3-chlorophenyl)-3-(trifluoromethyl)-1H-pyrazol-5-yl)methanamine hydrochloride (103 mg, 0.33 mmol, 1.0 eq) in DCM (10 mL) was added TEA (0.10 mL, 0.66 mmol, 2.0 eq) followed by phenyl 3-fluoro-4-(3-hydroxyazetidin-1-yl)phenylcarbamate (100 mg, 0.33 mmol, 1.0 eq) at RT and stirred for 48 h. The reaction mixture was diluted with water (5 mL) and extracted with DCM (20 mL), washed with brine, dried over Na2SO4 and evaporated. The residue was purified by CC using 1.0% MeO...